From a dataset of the Open Reaction Database (ORD), a public repository of structured organic reaction records. describe an organic reaction: reactants, conditions, products, and yield The reactants are NC1=C(C(=O)OC)C=CC(=C1)C(=O)OC (dimethyl 2-aminoterephthalate), ClC1=C(C=CC(=C1)Cl)CC(=O)O (2,4-dichlorophenylacetic acid), N,N-dimethylaminopyridine, C1(CCCCC1)N=C=NC1CCCCC1 (dicyclohexylcarbodiimide). Run in O1CCCC1 (tetrahydrofuran). Conditions: time 2 hour. The product is ClC1=C(C=CC(=C1)Cl)CC(=O)NC1=C(C(=O)OC)C=CC(=C1)C(=O)OC (Dimethyl 2-((2,4-dichlorophenyl)acetylamino)terephthalate). Yield: 64.2%. Reaction SMILES: [NH2:1][C:2]1[CH:11]=[C:10]([C:12]([O:14][CH3:15])=[O:13])[CH:9]=[CH:8][C:3]=1[C:4]([O:6][CH3:7])=[O:5].[Cl:16][C:17]1[CH:22]=[C:21]([Cl:23])[CH:20]=[CH:19][C:18]=1[CH2:24][C:25](O)=[O:26].C1(N=C=NC2CCCCC2)CCCCC1>O1CCCC1>[Cl:16][C:17]1[CH:22]=[C:21]([Cl:23])[CH:20]=[CH:19][C:18]=1[CH2:24][C:25]([NH:1][C:2]1[CH:11]=[C:10]([C:12]([O:14][CH3:15])=[O:13])[CH:9]=[CH:8][C:3]=1[C:4]([O:6][CH3:7])=[O:5])=[O:26]. Procedure: A mixture of dimethyl 2-aminoterephthalate (2.09 g), 2,4-dichlorophenylacetic acid (2.05 g), N,N-dimethylaminopyridine (1.32 g) and dicyclohexylcarbodiimide (2.22 g) in tetrahydrofuran (20 ml) was stirred at room temperature for 2 hr and then at 80° C. for 4 hr. After cooling, the precipitate was filtered off and the filtrate was washed with 1N hydrochloric acid. Chloroform was added to the obtained organic layer, and the mixture was washed with a saturated aqueous sodium hydrogencarbonate solut... The reactants are steel, C=1(C(=CC=CC1)C)C (xylene), graphite, C(C)(=O)[O-].[K+] (potassium acetate), C(C)(=O)O (acetic acid). Reagents/catalysts: [Pd] (palladium). Run in O (water). Product: C(C)(=O)OC1=C(C=CC(=C1)C)C (2,5-dimethylphenyl acetate). As a reaction SMILES: [C:1]1(C)[C:2]([CH3:7])=[CH:3][CH:4]=[CH:5][CH:6]=1.[C:9]([O-:12])(=[O:11])[CH3:10].[K+].[C:14](O)(=O)C>[Pd].O>[C:9]([O:12][C:6]1[CH:1]=[C:2]([CH3:7])[CH:3]=[CH:4][C:5]=1[CH3:14])(=[O:11])[CH3:10] |f:1.2|. Reported procedure: xylene, 390 mls of potassium acetate, 0.6 M acetic acid and 0.87 g of palladium catalyst on carbon (10% Pd) are electrolyzed in a cell without diaphragm having a graphite anode (area 140 cm2), steel cathode, magnetic stirrer and water jacket. The electrolysis is carried out at 18° C. with a current of 1.40 A. After the flow of 4 F/mol of electricity, the content of the cell is filtered and extracted with dichloromethane. The organic phase is washed with a solution of NaHCO3 and dried over MgSO4.... Reactants: C(C)(=O)Cl (acetylchloride), C(CC)N(C=1N(C(C2=C(N1)NC=C2C2=C(C=C(C=C2C)C)C)=O)C)CCC (2-(dipropylamino)-5-mesityl-3-methyl-3,7-dihydro-4H-pyrrolo[2,3-d]pyrimidin-4-one), [H-].[Na+] (sodium hydride). The solvent is C(C)#N (acetonitrile), C(C)#N (acetonitrile), O (water). Conditions: time 0.5 hour. Product: C(C)(=O)N1C=C(C2=C1N=C(N(C2=O)C)N(CCC)CCC)C2=C(C=C(C=C2C)C)C (7-Acetyl-2-(dipropylamino)-5-mesityl-3-methyl-3,7-dihydro-4H-pyrrolo[2,3-d]pyrimidin-4-one). The yield is 77.1%. RXN SMILES: [CH2:1]([N:4]([CH2:25][CH2:26][CH3:27])[C:5]1[N:6]([CH3:24])[C:7](=[O:23])[C:8]2[C:13]([C:14]3[C:19]([CH3:20])=[CH:18][C:17]([CH3:21])=[CH:16][C:15]=3[CH3:22])=[CH:12][NH:11][C:9]=2[N:10]=1)[CH2:2][CH3:3].[H-].[Na+].[C:30](Cl)(=[O:32])[CH3:31]>C(#N)C.O>[C:30]([N:11]1[C:9]2[N:10]=[C:5]([N:4]([CH2:1][CH2:2][CH3:3])[CH2:25][CH2:26][CH3:27])[N:6]([CH3:24])[C:7](=[O:23])[C:8]=2[C:13]([C:14]2[C:15]([CH3:22])=[CH:16][C:17]([CH3:21])=[CH:18][C:19]=2[CH3:20])=[CH:12]1)(=[O:32])[CH3:31] |f:1.2|. Reported procedure: A solution of 2-(dipropylamino)-5-mesityl-3-methyl-3,7-dihydro-4H-pyrrolo[2,3-d]pyrimidin-4-one (20 mg, 0.054 mmol) in acetonitrile (1.5 ml) was added sodium hydride (60% in oil, 5 mg, 0.125 mmol) at 0° C. and stirred for 0.5 hour. After stirring at room temperature for 0.5 hour, to the mixture was added a solution of acetylchloride (20 mg, 0.25 mmol) and acetonitrile (0.5 ml) at 0° C. and stirred for 0.5 hour. After stirring at 80° C. for 1 hour, the mixture was diluted with water (20 ml) and e... The reactants are C(C1=CC=CC=C1)(=O)C1=CC=CC=C1 (benzophenone), C(C)(C)(C)C=1C=CCC1 (3-tert-butyl-cyclopentadiene), Cl (hydrochloric acid), CN(P(=O)(N(C)C)N(C)C)C (hexamethyl phosphoramide), 4A, C(CCC)[Li].CCCCCC (n-butyl lithium hexane), ice. Solvent: O1CCCC1 (tetrahydrofuran), CCCCCC (hexane), O1CCCC1 (tetrahydrofuran). Product: C(C)(C)(C)C1=CC(C=C1)=C(C1=CC=CC=C1)C1=CC=CC=C1 (2-tert-butyl-6,6-diphenyl fulvene), solid. Isolated yield 40.0%. Reaction SMILES: [C:1]([C:5]1[CH:6]=[CH:7][CH2:8][CH:9]=1)([CH3:4])([CH3:3])[CH3:2].C([Li])CCC.CCCCCC.CN(C)P(N(C)C)(N(C)C)=O.[C:32]([C:40]1[CH:45]=[CH:44][CH:43]=[CH:42][CH:41]=1)(=O)[C:33]1[CH:38]=[CH:37][CH:36]=[CH:35][CH:34]=1.Cl>O1CCCC1.CCCCCC>[C:1]([C:5]1[CH:9]=[CH:8][C:7](=[C:32]([C:33]2[CH:38]=[CH:37][CH:36]=[CH:35][CH:34]=2)[C:40]2[CH:45]=[CH:44][CH:43]=[CH:42][CH:41]=2)[CH:6]=1)([CH3:4])([CH3:3])[CH3:2] |f:1.2|. Procedure: In a 300 ml three-necked flask equipped with a magnetic stirrer and three-way cock was thoroughly purged with nitrogen, 4.75 g of 3-tert-butyl-cyclopentadiene (38.9 mmol) was dissolved in 100 ml of dehydrated tetrahydrofuran in a nitrogen atmosphere. To the solution, 26 ml of n-butyl lithium/hexane solution (1.58M: 41.1 mmol) was gradually added dropwise in an ice bath and stirred at room temperature over night. To the reaction solution, 21 ml of hexamethyl phosphoramide (121 mmol) dried with mo...